From a dataset of the Open Reaction Database (ORD), a public repository of structured organic reaction records. describe an organic reaction: reactants, conditions, products, and yield Starting materials: BrC1=CC(=C(CC=2C(=NN(C2C(=O)Cl)C2=C(C=CC(=C2)[N+](=O)[O-])Cl)CCCC)C=C1)F (4-(4-bromo-2-fluorobenzyl)-3-n-butyl-1-(2-chloro-5-nitrophenyl)-1H-pyrazole-5-carbonyl chloride), N (ammonia). The solvent is C1CCOC1 (THF). Run at time 8 hour. Product: BrC1=CC(=C(CC=2C(=NN(C2C(=O)N)C2=C(C=CC(=C2)[N+](=O)[O-])Cl)CCCC)C=C1)F (4-(4-Bromo-2-fluorobenzyl)-3-n-butyl-1-(2-chloro-5-nitrophenyl)-1H-pyrazole-5-carboxamide). Yield: 93.0%. RXN SMILES: [Br:1][C:2]1[CH:30]=[CH:29][C:5]([CH2:6][C:7]2[C:8]([CH2:25][CH2:26][CH2:27][CH3:28])=[N:9][N:10]([C:15]3[CH:20]=[C:19]([N+:21]([O-:23])=[O:22])[CH:18]=[CH:17][C:16]=3[Cl:24])[C:11]=2[C:12](Cl)=[O:13])=[C:4]([F:31])[CH:3]=1.[NH3:32]>C1COCC1>[Br:1][C:2]1[CH:30]=[CH:29][C:5]([CH2:6][C:7]2[C:8]([CH2:25][CH2:26][CH2:27][CH3:28])=[N:9][N:10]([C:15]3[CH:20]=[C:19]([N+:21]([O-:23])=[O:22])[CH:18]=[CH:17][C:16]=3[Cl:24])[C:11]=2[C:12]([NH2:32])=[O:13])=[C:4]([F:31])[CH:3]=1. Procedure: A solution of 4-(4-bromo-2-fluorobenzyl)-3-n-butyl-1-(2-chloro-5-nitrophenyl)-1H-pyrazole-5-carbonyl chloride (from Step D, theoretically 1.32 mmol) in 10 mL of dry THF was cooled to -50° C. and maintained at that temperature under protection from moisture as ammonia gas was gently bubbled in until saturated. The mixture was allowed to warm slowly to room temperature and stirred overnight. Concentration of the reaction mixture yielded a thick yellow oil, which was purified by flash chromatograph...